From a dataset of the Open Reaction Database (ORD), a public repository of structured organic reaction records. describe an organic reaction: reactants, conditions, products, and yield Yield: 82.0%. As a reaction SMILES: [CH2:1]([C:3]([CH2:19][OH:20])([CH2:17][CH3:18])[CH2:4][O:5][C:6]1[CH:13]=[CH:12][CH:11]=[C:10]([N+:14]([O-:16])=[O:15])[C:7]=1[C:8]#[N:9])[CH3:2].[C:21](Cl)(=[O:23])[CH3:22]>>[C:21]([O:20][CH2:19][C:3]([CH2:4][O:5][C:6]1[CH:13]=[CH:12][CH:11]=[C:10]([N+:14]([O-:16])=[O:15])[C:7]=1[C:8]#[N:9])([CH2:1][CH3:2])[CH2:17][CH3:18])(=[O:23])[CH3:22]. The product is C(C)(=O)OCC(CC)(CC)COC1=C(C(=CC=C1)[N+](=O)[O-])C#N (2-((2-cyano-3-nitrophenoxy)methyl)-2-ethylbutyl acetate). Procedure details: Prepared as in Example 231c from 2-(2-ethyl-2-(hydroxymethyl)butoxy)-6-nitrobenzonitrile (Example 232d) and acetyl chloride in 82% yield. MS 321 (MH+). Reactants: C(C)C(COC1=C(C#N)C(=CC=C1)[N+](=O)[O-])(CC)CO (2-(2-ethyl-2-(hydroxymethyl)butoxy)-6-nitrobenzonitrile), C(C)(=O)Cl (acetyl chloride). Starting materials: COC(CC1=CC(=C(C=C1)OC)OC1=C(C=C(C=C1)Br)CBr)=O ([3-(4-bromo-2-bromomethyl-phenoxy)-4-methoxy-phenyl]-acetic acid methyl ester), FC=1C=C(C=C(C1)F)[C@H]1[C@H](NC(O1)=O)C ((4R,5S)-5-(3,5-difluoro-phenyl)-4-methyl-oxazolidin-2-one). Yields the product COC(CC1=CC(=C(C=C1)OC)OC1=C(C=C(C=C1)Br)CN1C(O[C@H]([C@H]1C)C1=CC(=CC(=C1)F)F)=O)=O ((3-{4-Bromo-2-[(4R,5S)-5-(3,5-difluoro-phenyl)-4-methyl-2-oxo-oxazolidin-3-ylmethyl]-phenoxy}-4-methoxy-phenyl)-acetic acid methyl ester). Reaction SMILES: [CH3:1][O:2][C:3](=[O:23])[CH2:4][C:5]1[CH:10]=[CH:9][C:8]([O:11][CH3:12])=[C:7]([O:13][C:14]2[CH:19]=[CH:18][C:17]([Br:20])=[CH:16][C:15]=2[CH2:21]Br)[CH:6]=1.[F:24][C:25]1[CH:26]=[C:27]([C@@H:32]2[O:36][C:35](=[O:37])[NH:34][C@@H:33]2[CH3:38])[CH:28]=[C:29]([F:31])[CH:30]=1>>[CH3:1][O:2][C:3](=[O:23])[CH2:4][C:5]1[CH:10]=[CH:9][C:8]([O:11][CH3:12])=[C:7]([O:13][C:14]2[CH:19]=[CH:18][C:17]([Br:20])=[CH:16][C:15]=2[CH2:21][N:34]2[C@H:33]([CH3:38])[C@H:32]([C:27]3[CH:26]=[C:25]([F:24])[CH:30]=[C:29]([F:31])[CH:28]=3)[O:36][C:35]2=[O:37])[CH:6]=1. Procedure: Prepared according to the procedure described in Example 6, Step 5, using the following starting materials: [3-(4-bromo-2-bromomethyl-phenoxy)-4-methoxy-phenyl]-acetic acid methyl ester and (4R,5S)-5-(3,5-difluoro-phenyl)-4-methyl-oxazolidin-2-one. Starting materials: C(C)(C)(C)OC(=O)N1CC(CC1)(C)NC=1C=C2N3C(C(NN=C3COC2=CC1Br)=O)C (3-(7-bromo-4-methyl-3-oxo-2,3,4,10-tetrahydro-9-oxa-1,2,4a-triaza-phenanthren-6-ylamino)-3-methyl-pyrrolidine-1-carboxylic acid tert-butyl ester), C(=O)([O-])[O-].[K+].[K+] (K2CO3), FC1=C(C=CC=C1)B(O)O ((2-fluorophenyl)boronic acid). Reagents/catalysts: C1=CC=C(C=C1)P([C-]2C=CC=C2)C3=CC=CC=C3.C1=CC=C(C=C1)P([C-]2C=CC=C2)C3=CC=CC=C3.Cl[Pd]Cl.[Fe+2].C(Cl)Cl (PdCl2(dppf) CH2Cl2). The solvent is O1CCOCC1 (dioxane), O (water). Run at temperature 90 celsius. The product is C(C)(C)(C)OC(=O)N1CC(CC1)(C)NC=1C=C2N3C(C(NN=C3COC2=CC1C1=C(C=CC=C1)F)=O)C (3-[7-(2-fluoro-phenyl)-4-methyl-3-oxo-2,3,4,10-tetrahydro-9-oxa-1,2,4a-triaza-phenanthren-6-ylamino]-3-methyl-pyrrolidine-1-carboxylic acid tert-butyl ester). Isolated yield 92.8%. Reaction SMILES: [C:1]([O:5][C:6]([N:8]1[CH2:12][CH2:11][C:10]([NH:14][C:15]2[CH:16]=[C:17]3[C:26](=[CH:27][C:28]=2Br)[O:25][CH2:24][C:23]2[N:18]3[CH:19]([CH3:31])[C:20](=[O:30])[NH:21][N:22]=2)([CH3:13])[CH2:9]1)=[O:7])([CH3:4])([CH3:3])[CH3:2].C([O-])([O-])=O.[K+].[K+].[F:38][C:39]1[CH:44]=[CH:43][CH:42]=[CH:41][C:40]=1B(O)O>O1CCOCC1.O.C1C=CC(P(C2C=CC=CC=2)[C-]2C=CC=C2)=CC=1.C1C=CC(P(C2C=CC=CC=2)[C-]2C=CC=C2)=CC=1.Cl[Pd]Cl.[Fe+2].C(Cl)Cl>[C:1]([O:5][C:6]([N:8]1[CH2:12][CH2:11][C:10]([NH:14][C:15]2[CH:16]=[C:17]3[C:26](=[CH:27][C:28]=2[C:40]2[CH:41]=[CH:42][CH:43]=[CH:44][C:39]=2[F:38])[O:25][CH2:24][C:23]2[N:18]3[CH:19]([CH3:31])[C:20](=[O:30])[NH:21][N:22]=2)([CH3:13])[CH2:9]1)=[O:7])([CH3:4])([CH3:3])[CH3:2] |f:1.2.3,7.8.9.10.11|. Procedure: A mixture of 3-(7-bromo-4-methyl-3-oxo-2,3,4,10-tetrahydro-9-oxa-1,2,4a-triaza-phenanthren-6-ylamino)-3-methyl-pyrrolidine-1-carboxylic acid tert-butyl ester (0.230 g, 0.465 mmol), K2CO3 (0.129 g, 0.930 mmol), (2-fluorophenyl)boronic acid (0.098 g, 0.698 mmol) and PdCl2(dppf)-CH2Cl2 adduct (0.038 g, 0.047 mmol) in dioxane (4 mL) and water (0.66 mL) was heated at 90° C. for 14 h. The reaction mixture was cooled to ambient temperature and concentrated in vacuo. The residue was purified by prep-TLC... The reactants are CC(C)(C)[Si](OCCCN1C[C@]2(C[C@H]2C1)C1=C(C=C(C=C1)C(F)(F)F)F)(C)C ((1S,5R)-3-(3-{[(1,1-dimethylethyl)(dimethyl)silyl]oxy}propyl)-1-[2-fluoro-4-(trifluoromethyl)phenyl]-3-azabicyclo[3.1.0]hexane). The solvent is C1CCOC1 (THF). Conditions: time 1 hour. Yields the product FC1=C(C=CC(=C1)C(F)(F)F)[C@]12CN(C[C@@H]2C1)CCCO (3-{(1S,5R)-1-[2-Fluoro-4-(trifluoromethyl)phenyl]-3-azabicyclo[3.1.0]hex-3-yl}-1-propanol). Isolated yield 94.5%. As a reaction SMILES: CC([Si](C)(C)[O:6][CH2:7][CH2:8][CH2:9][N:10]1[CH2:15][C@H:14]2[C@:12]([C:16]3[CH:21]=[CH:20][C:19]([C:22]([F:25])([F:24])[F:23])=[CH:18][C:17]=3[F:26])([CH2:13]2)[CH2:11]1)(C)C>C1COCC1>[F:26][C:17]1[CH:18]=[C:19]([C:22]([F:25])([F:23])[F:24])[CH:20]=[CH:21][C:16]=1[C@:12]12[CH2:13][C@H:14]1[CH2:15][N:10]([CH2:9][CH2:8][CH2:7][OH:6])[CH2:11]2. Procedure details: To (1S,5R)-3-(3-{[(1,1-dimethylethyl)(dimethyl)silyl]oxy}propyl)-1-[2-fluoro-4-(trifluoromethyl)phenyl]-3-azabicyclo[3.1.0]hexane (135 mg, 0.3 mmol) HCl (1N, 2 mL) was added followed by THF (2 mL) and the reaction mixture was stirred at r.t. for 1 h. The reaction mixture was concentrated under vacuum and the solid was washed with Et2O (3×10 ml), dissolved in MeOH (2 mL) and eluted through SCX cartridge (eluent: NH3, 0.5 M in MeOH) to give 86 mg of the title compound. The reactants are Cl.C(C1=CC=CC=C1)N1C=NC=C1CCC=C(C1=CC=C(C=C1)C#N)C1=CC=C(C=C1)C#N (1-benzyl-5-[4,4-bis(4-cyanophenyl)-3-butenyl]-1H-imidazole hydrochloride). Reagents/catalysts: C(C)O (ethanol). Product: C(#N)C1=CC=C(C=C1)C(CCCC=1N=CNC1)C1=CC=C(C=C1)C#N (4-[4,4-bis(4-cyanophenyl)butyl]-1H-imidazole). Reaction SMILES: Cl.C([N:9]1[C:13]([CH2:14][CH2:15][CH:16]=[C:17]([C:26]2[CH:31]=[CH:30][C:29]([C:32]#[N:33])=[CH:28][CH:27]=2)[C:18]2[CH:23]=[CH:22][C:21]([C:24]#[N:25])=[CH:20][CH:19]=2)=[CH:12][N:11]=[CH:10]1)C1C=CC=CC=1>C(O)C>[C:24]([C:21]1[CH:20]=[CH:19][C:18]([CH:17]([C:26]2[CH:27]=[CH:28][C:29]([C:32]#[N:33])=[CH:30][CH:31]=2)[CH2:16][CH2:15][CH2:14][C:13]2[N:9]=[CH:10][NH:11][CH:12]=2)=[CH:23][CH:22]=1)#[N:25] |f:0.1|. Procedure: 1-benzyl-5-[4,4-bis(4-cyanophenyl)-3-butenyl]-1H-imidazole hydrochloride is hydrogenated in ethanol using 10% Pd/C as a catalyst to give the product. Starting materials: [BH4-], CCO, Cl, N#Cc1cncc(C(F)(F)F)c1, [NH4+], [Na+], [OH-]. Yields the product NCc1cncc(C(F)(F)F)c1. As a reaction SMILES: [BH4-:13].[CH3:18][CH2:19][OH:20].[ClH:15].[F:1][C:2]([c:3]1[cH:4][n:5][cH:6][c:7]([C:8]#[N:9])[cH:10]1)([F:11])[F:12].[NH4+:17].[Na+:14].[OH-:16]>>[F:1][C:2]([c:3]1[cH:4][n:5][cH:6][c:7]([CH2:8][NH2:9])[cH:10]1)([F:11])[F:12].